This data is from the Open Reaction Database (ORD), a public repository of structured organic reaction records. The task is: describe an organic reaction: reactants, conditions, products, and yield Reactants: CCOC(=O)c1cc2c(Oc3cccc(F)c3)cccc2[nH]1, CO, [Li+], [OH-], O. The product is O=C(O)c1cc2c(Oc3cccc(F)c3)cccc2[nH]1. RXN SMILES: [CH2:1]([CH3:2])[O:3][C:4](=[O:5])[c:6]1[nH:7][c:8]2[cH:9][cH:10][cH:11][c:12]([O:15][c:16]3[cH:17][c:18]([F:22])[cH:19][cH:20][cH:21]3)[c:13]2[cH:14]1.[CH3:25][OH:26].[Li+:24].[OH-:23].[OH2:27]>>[O:3]=[C:4]([OH:5])[c:6]1[nH:7][c:8]2[cH:9][cH:10][cH:11][c:12]([O:15][c:16]3[cH:17][c:18]([F:22])[cH:19][cH:20][cH:21]3)[c:13]2[cH:14]1.